This data is from the Open Reaction Database (ORD), a public repository of structured organic reaction records. The task is: describe an organic reaction: reactants, conditions, products, and yield The reactants are CI (methyl iodide), C(C)(=O)C1=CC=C(C=C1)N=NC(C(=O)N)=C1NC(CC2=CC=CC=C12)(C)C (2-(4-acetyl-phenylazo)-2-(3,3-dimethyl-3,4-dihydro-2H-isoquinoline-1-ylidene) acetamide), C([O-])([O-])=O.[Na+].[Na+] (sodium carbonate). The solvent is C(C)#N (acetonitrile), C(C)#N (acetonitrile). Product: C(C)(=O)C1=CC=C(C=C1)N=NC(C(=O)N)=C1N(C(CC2=CC=CC=C12)(C)C)C (2-(4-acetyl-phenylazo)-2-(2,3,3-trimethyl-3,4-dihydro-2H-isoquinoline-1-ylidene)-acetamide). Reaction SMILES: [C:1]([C:4]1[CH:9]=[CH:8][C:7]([N:10]=[N:11][C:12](=[C:16]2[C:25]3[C:20](=[CH:21][CH:22]=[CH:23][CH:24]=3)[CH2:19][C:18]([CH3:27])([CH3:26])[NH:17]2)[C:13]([NH2:15])=[O:14])=[CH:6][CH:5]=1)(=[O:3])[CH3:2].[C:28](=O)([O-])[O-].[Na+].[Na+].CI>C(#N)C>[C:1]([C:4]1[CH:5]=[CH:6][C:7]([N:10]=[N:11][C:12](=[C:16]2[C:25]3[C:20](=[CH:21][CH:22]=[CH:23][CH:24]=3)[CH2:19][C:18]([CH3:27])([CH3:26])[N:17]2[CH3:28])[C:13]([NH2:15])=[O:14])=[CH:8][CH:9]=1)(=[O:3])[CH3:2] |f:1.2.3|. Procedure details: 2-(4-acetyl-phenylazo)-2-(3,3-dimethyl-3,4-dihydro-2H-isoquinoline-1-ylidene) acetamide (Asinex Corp., Russia) and sodium carbonate are added to acetonitrile, and an acetonitrile solution of methyl iodide is slowly dropped and refluxed. The refluxed product is cooled to room temperature and, then, the solvent is removed by reducing a pressure; the residue is dissolved in dichloromethane and washed with distilled water. Thereafter, the product is dried with anhydrous sodium sulfate and filtered a...